describe an organic reaction: reactants, conditions, products, and yield From a dataset of the Open Reaction Database (ORD), a public repository of structured organic reaction records. The reactants are CS(=O)(=O)O, CCO, CCCCC1(CCCC)CN(C2CC3(C)C(CCC4C5CCC(C(C)=O)C5(C)CC(=O)C43)CC2O)CCO1. The product is CS(=O)(=O)[O-], CCCCC1(CCCC)CN(C2CC3(C)C(CCC4C5CCC(C(C)=O)C5(C)CC(=O)C43)CC2O)CCO1. Reaction SMILES: [CH3:1][S:2]([OH:3])(=[O:4])=[O:5].[CH3:44][CH2:45][OH:46].[OH:6][CH:7]1[CH2:8][CH:9]2[CH2:10][CH2:11][CH:12]3[CH:13]4[CH2:14][CH2:15][CH:16]([C:17]([CH3:18])=[O:19])[C:20]4([CH3:43])[CH2:21][C:22](=[O:42])[CH:23]3[C:24]2([CH3:41])[CH2:25][CH:26]1[N:27]1[CH2:28][C:29]([CH2:33][CH2:34][CH2:35][CH3:36])([CH2:37][CH2:38][CH2:39][CH3:40])[O:30][CH2:31][CH2:32]1>>[CH3:1][S:2](=[O:3])(=[O:4])[O-:5].[OH:6][CH:7]1[CH2:8][CH:9]2[CH2:10][CH2:11][CH:12]3[CH:13]4[CH2:14][CH2:15][CH:16]([C:17]([CH3:18])=[O:19])[C:20]4([CH3:43])[CH2:21][C:22](=[O:42])[CH:23]3[C:24]2([CH3:41])[CH2:25][CH:26]1[N:27]1[CH2:28][C:29]([CH2:33][CH2:34][CH2:35][CH3:36])([CH2:37][CH2:38][CH2:39][CH3:40])[O:30][CH2:31][CH2:32]1. Reactants: O (water), C(C)OC(=O)N1CCNCC1 (1-ethoxycarbonylpiperazine), C([O-])([O-])=O.[K+].[K+] (potassium carbonate), ClC1=C(CCl)C=C(C=C1)Cl (2,5-dichlorobenzyl chloride). Run in CN(C=O)C (N,N-dimethylformamide). Run at time 24 hour. Yields the product ClC1=C(CN2CCN(CC2)C(=O)OCC)C=C(C=C1)Cl (1-(2,5-dichlorobenzyl)-4-ethoxycarbonylpiperazine). Yield: 61.3%. Reaction SMILES: [CH2:1]([O:3][C:4]([N:6]1[CH2:11][CH2:10][NH:9][CH2:8][CH2:7]1)=[O:5])[CH3:2].C(=O)([O-])[O-].[K+].[K+].[Cl:18][C:19]1[CH:26]=[CH:25][C:24]([Cl:27])=[CH:23][C:20]=1[CH2:21]Cl.O>CN(C)C=O>[Cl:18][C:19]1[CH:26]=[CH:25][C:24]([Cl:27])=[CH:23][C:20]=1[CH2:21][N:9]1[CH2:8][CH2:7][N:6]([C:4]([O:3][CH2:1][CH3:2])=[O:5])[CH2:11][CH2:10]1 |f:1.2.3|. Procedure: To a mixture comprising 1.94 g 1-ethoxycarbonylpiperazine and 3.45 g anhydrous potassium carbonate, in 20 mL of N,N-dimethylformamide, stirred at room temperature, under a nitrogen atmosphere, there was added 2.01 g of 2,5-dichlorobenzyl chloride. Then after 24 hr stirring at room temperature, this reaction mixture was poured into 200 mL of water, followed by extraction with ethyl acetate (3×100 mL). The obtained organic phase was dried over anhydrous sodium sulphate, followed by evaporation und... Reagents/catalysts: C1=CC=C(C=C1)P([C-]2C=CC=C2)C3=CC=CC=C3.C1=CC=C(C=C1)P([C-]2C=CC=C2)C3=CC=CC=C3.Cl[Pd]Cl.[Fe+2] ([1,1′-bis(diphenylphosphino)ferrocene]dichloropalladium(II)). Yield: 69.6%. Procedure details: To a mixture of (3-bromo-5-oxo-5,6,7,8-tetrahydro-naphthalen-1-yloxy)-acetic acid tert-butyl ester (XIIIb, 78 mg, 0.22 mmol), phenylboronic acid (55.3 mg, 0.44 mmol), [1,1′-bis(diphenylphosphino)ferrocene]dichloropalladium(II) (24.1 mg, 0.033 mmol), and cesium carbonate (144.8 mg, 0.44 mmol) was added dimethoxyethane (2 mL) at room temperature under nitrogen. The resulting brown reaction mixture was heated at 95° C. for 15 h. Then, the reaction mixture was cooled to room temperature, and diluted... Starting materials: C(OC)COC (dimethoxyethane), C(C)(C)(C)OC(COC1=CC(=CC=2C(CCCC12)=O)Br)=O ((3-bromo-5-oxo-5,6,7,8-tetrahydro-naphthalen-1-yloxy)-acetic acid tert-butyl ester), C1(=CC=CC=C1)B(O)O (phenylboronic acid), C([O-])([O-])=O.[Cs+].[Cs+] (cesium carbonate). Reaction conditions: temperature 95 celsius. As a reaction SMILES: [C:1]([O:5][C:6](=[O:21])[CH2:7][O:8][C:9]1[C:18]2[CH2:17][CH2:16][CH2:15][C:14](=[O:19])[C:13]=2[CH:12]=[C:11](Br)[CH:10]=1)([CH3:4])([CH3:3])[CH3:2].[C:22]1(B(O)O)[CH:27]=[CH:26][CH:25]=[CH:24][CH:23]=1.C(=O)([O-])[O-].[Cs+].[Cs+].C(COC)OC>O.C(OCC)(=O)C.C1C=CC(P(C2C=CC=CC=2)[C-]2C=CC=C2)=CC=1.C1C=CC(P(C2C=CC=CC=2)[C-]2C=CC=C2)=CC=1.Cl[Pd]Cl.[Fe+2]>[C:1]([O:5][C:6](=[O:21])[CH2:7][O:8][C:9]1[C:18]2[CH2:17][CH2:16][CH2:15][C:14](=[O:19])[C:13]=2[CH:12]=[C:11]([C:22]2[CH:27]=[CH:26][CH:25]=[CH:24][CH:23]=2)[CH:10]=1)([CH3:4])([CH3:3])[CH3:2] |f:2.3.4,8.9.10.11|. The solvent is O (water), C(C)(=O)OCC (ethyl acetate). Yields the product C(C)(C)(C)OC(COC1=CC(=CC=2C(CCCC12)=O)C1=CC=CC=C1)=O ((5-oxo-3-phenyl-5,6,7,8-tetrahydro-naphthalen-1-yloxy)-acetic acid tert-butyl ester). Reactants: O=CC1=CC(OC)=C(O)C=C1 (vanillin), C(C1=CC=CC=C1)OC(=O)N[C@H](C(C)C)C(=O)O (N-benzyloxycarbonyl-D-valine), C(C)(C)N (isopropylamine). Run in C(C)(=O)OCC.CCCCCC (ethyl acetate hexane). The product is C(C)(C)NC([C@H](NC(=O)OCC1=CC=CC=C1)C(C)C)=O (N-benzyloxycarbonyl-D-valine isopropylamide). RXN SMILES: [CH2:1]([O:8][C:9]([NH:11][C@@H:12]([C:16]([OH:18])=O)[CH:13]([CH3:15])[CH3:14])=[O:10])[C:2]1[CH:7]=[CH:6][CH:5]=[CH:4][CH:3]=1.[CH:19]([NH2:22])([CH3:21])[CH3:20].O=CC1C=CC(O)=C(OC)C=1>C(OCC)(=O)C.CCCCCC>[CH:19]([NH:22][C:16](=[O:18])[C@@H:12]([CH:13]([CH3:14])[CH3:15])[NH:11][C:9]([O:8][CH2:1][C:2]1[CH:3]=[CH:4][CH:5]=[CH:6][CH:7]=1)=[O:10])([CH3:21])[CH3:20] |f:3.4|. Procedure details: Reaction of N-benzyloxycarbonyl-D-valine with isopropylamine by the method of Example 20, Part A afforded a quantitative yield of N-benzyloxycarbonyl-D-valine isopropylamide of R 0.61 (TLC, ethyl acetate/hexane, 1:1, vanillin spray).